Dataset: the Open Reaction Database (ORD), a public repository of structured organic reaction records. Task: describe an organic reaction: reactants, conditions, products, and yield Reactants: Cc1ccccc1C(=O)Nc1cccc2c1CCCC2, O=S(=O)(O)Cl, O. The product is Cc1ccccc1C(=O)Nc1cc(S(=O)(=O)Cl)cc2c1CCCC2. RXN SMILES: [CH3:1][c:2]1[c:3]([C:4](=[O:5])[NH:6][c:7]2[cH:8][cH:9][cH:10][c:11]3[c:16]2[CH2:15][CH2:14][CH2:13][CH2:12]3)[cH:17][cH:18][cH:19][cH:20]1.[Cl:21][S:22](=[O:23])(=[O:24])[OH:25].[OH2:26]>>[CH3:1][c:2]1[c:3]([C:4](=[O:5])[NH:6][c:7]2[cH:8][c:9]([S:22]([Cl:21])(=[O:23])=[O:24])[cH:10][c:11]3[c:16]2[CH2:15][CH2:14][CH2:13][CH2:12]3)[cH:17][cH:18][cH:19][cH:20]1. The reactants are CC(=O)OC(C)=O, CCCC(O)(CCC)c1cccc2nc(Nc3c(C)cc(Cl)cc3OC)n(CCO)c12, c1ccncc1. Product: CCCC(O)(CCC)c1cccc2nc(Nc3c(C)cc(Cl)cc3OC)n(CCOC(C)=O)c12. RXN SMILES: [CH3:32][C:33](=[O:34])[O:35][C:36](=[O:37])[CH3:38].[Cl:1][c:2]1[cH:3][c:4]([O:30][CH3:31])[c:5]([NH:9][c:10]2[n:11][c:12]3[c:13]([n:14]2[CH2:15][CH2:16][OH:17])[c:18]([C:22]([CH2:23][CH2:24][CH3:25])([CH2:26][CH2:27][CH3:28])[OH:29])[cH:19][cH:20][cH:21]3)[c:6]([CH3:8])[cH:7]1.[cH:39]1[cH:40][cH:41][n:42][cH:43][cH:44]1>>[Cl:1][c:2]1[cH:3][c:4]([O:30][CH3:31])[c:5]([NH:9][c:10]2[n:11][c:12]3[c:13]([n:14]2[CH2:15][CH2:16][O:17][C:33]([CH3:32])=[O:34])[c:18]([C:22]([CH2:23][CH2:24][CH3:25])([CH2:26][CH2:27][CH3:28])[OH:29])[cH:19][cH:20][cH:21]3)[c:6]([CH3:8])[cH:7]1.